From a dataset of the Open Reaction Database (ORD), a public repository of structured organic reaction records. describe an organic reaction: reactants, conditions, products, and yield Reactants: CCOC(=O)C (EtOAc), BrC1=C(C#N)C=CC(=C1)F (2-bromo-4-fluorobenzonitrile), Cl.N[C@H](C)C(=O)N (D-alanine amide hydrochloride), CCN(C(C)C)C(C)C (DIEA). The solvent is O (water), CS(=O)C (DMSO). Product: BrC=1C=C(C=CC1C#N)N[C@@H](C(=O)N)C ((R)-2-(3-bromo-4-cyanophenylamino)propanamide). Isolated yield 69.0%. Reaction SMILES: [Br:1][C:2]1[CH:9]=[C:8](F)[CH:7]=[CH:6][C:3]=1[C:4]#[N:5].Cl.[NH2:12][C@@H:13]([C:15]([NH2:17])=[O:16])[CH3:14].CCN(C(C)C)C(C)C.CCOC(C)=O>CS(C)=O.O>[Br:1][C:2]1[CH:9]=[C:8]([NH:12][C@H:13]([CH3:14])[C:15]([NH2:17])=[O:16])[CH:7]=[CH:6][C:3]=1[C:4]#[N:5] |f:1.2|. Reported procedure: A solution of 2-bromo-4-fluorobenzonitrile (200 mg, 1.00 mmol), D-alanine amide hydrochloride (148 mg, 1.19 mmol) and DIEA (0.620 mL, 3.56 mmol) in DMSO (3 mL) was stirred at 100 C for 18 h. EtOAc and water were added. The organic phase was separated, dried over Na2SO4, concentrated in vacuo. The residue was purified by a silicsa gel column, eluted first with 30% EtOAc in hexane, then with 100% EtOAc to give (R)-2-(3-bromo-4-cyanophenylamino)propanamide (185 mg). The reactants are COC(COC1=C2C(=C(C(=NC2=C(C=C1)Cl)CC)CC1=CC=C(C=C1)C(=O)N1CCCC1)OC(F)F)=O ({8-chloro-4-difluoromethoxy-2-ethyl-3-[4-(pyrrolidine-1-carbonyl)benzyl]quinolin-5-yloxy}acetic acid methyl ester), [OH-].[Li+] (lithium hydroxide). Run in O1CCCC1 (tetrahydrofuran). Reaction conditions: time 1 hour. Yields the product ClC=1C=CC(=C2C(=C(C(=NC12)CC)CC1=CC=C(C=C1)C(=O)N1CCCC1)OC(F)F)OCC(=O)O ({8-chloro-4-difluoromethoxy-2-ethyl-3-[4-(pyrrolidine-1-carbonyl)benzyl]quinolin-5-yloxy}acetic Acid). Reaction SMILES: C[O:2][C:3](=[O:37])[CH2:4][O:5][C:6]1[CH:15]=[CH:14][C:13]([Cl:16])=[C:12]2[C:7]=1[C:8]([O:33][CH:34]([F:36])[F:35])=[C:9]([CH2:19][C:20]1[CH:25]=[CH:24][C:23]([C:26]([N:28]3[CH2:32][CH2:31][CH2:30][CH2:29]3)=[O:27])=[CH:22][CH:21]=1)[C:10]([CH2:17][CH3:18])=[N:11]2.[OH-].[Li+]>O1CCCC1>[Cl:16][C:13]1[CH:14]=[CH:15][C:6]([O:5][CH2:4][C:3]([OH:37])=[O:2])=[C:7]2[C:12]=1[N:11]=[C:10]([CH2:17][CH3:18])[C:9]([CH2:19][C:20]1[CH:21]=[CH:22][C:23]([C:26]([N:28]3[CH2:29][CH2:30][CH2:31][CH2:32]3)=[O:27])=[CH:24][CH:25]=1)=[C:8]2[O:33][CH:34]([F:35])[F:36] |f:1.2|. Reported procedure: A mixture of {8-chloro-4-difluoromethoxy-2-ethyl-3-[4-(pyrrolidine-1-carbonyl)benzyl]quinolin-5-yloxy}acetic acid methyl ester (0.037 g), tetrahydrofuran (3.0 mL) and 1.0 M aqueous lithium hydroxide solution (1.0 mL) was stirred at room temperature for 1 hour. The mixture was concentrated under reduced pressure, acidified by the addition of sodium dihydrogenphosphate and extracted with ethyl acetate. The combined extracts were dried over magnesium sulfate and the solvent removed under reduced pr...